From a dataset of the Open Reaction Database (ORD), a public repository of structured organic reaction records. describe an organic reaction: reactants, conditions, products, and yield Starting materials: COC(=O)C1(Br)CCCCC1, Sc1ccccc1Br, CO, CCN(C(C)C)C(C)C. Yields the product COC(=O)C1(Sc2ccccc2Br)CCCCC1. Reaction SMILES: [Br:1][C:2]1([C:8](=[O:9])[O:10][CH3:11])[CH2:3][CH2:4][CH2:5][CH2:6][CH2:7]1.[Br:21][c:22]1[c:23]([SH:28])[cH:24][cH:25][cH:26][cH:27]1.[CH3:29][OH:30].[CH:12]([N:13]([CH:14]([CH3:15])[CH3:16])[CH2:17][CH3:18])([CH3:19])[CH3:20]>>[C:2]1([C:8](=[O:9])[O:10][CH3:11])([S:28][c:23]2[c:22]([Br:21])[cH:27][cH:26][cH:25][cH:24]2)[CH2:3][CH2:4][CH2:5][CH2:6][CH2:7]1. Starting materials: Cl, O=C(O)c1cc([N+](=O)[O-])c(F)c(F)c1F, [NH4+], [OH-], O. Yields the product Nc1c([N+](=O)[O-])cc(C(=O)O)c(F)c1F. Reaction SMILES: [ClH:18].[F:3][c:4]1[c:5]([C:6](=[O:7])[OH:8])[cH:9][c:10]([N+:15](=[O:16])[O-:17])[c:11]([F:14])[c:12]1[F:13].[NH4+:1].[OH-:2].[OH2:19]>>[NH2:1][c:11]1[c:10]([N+:15](=[O:16])[O-:17])[cH:9][c:5]([C:6](=[O:7])[OH:8])[c:4]([F:3])[c:12]1[F:13].